describe an organic reaction: reactants, conditions, products, and yield From a dataset of the Open Reaction Database (ORD), a public repository of structured organic reaction records. Reactants: CCCC[N+](CCCC)(CCCC)CCCC, FC(F)(F)Oc1ccc(CBr)cc1, [H-], [I-], [Na+], CN(C)C=O, O, O=C(O)c1cnc2c(c1)ncn2-c1ccc(O)cc1. The product is O=C(O)c1cnc2c(c1)ncn2-c1ccc(OCc2ccc(OC(F)(F)F)cc2)cc1. As a reaction SMILES: [CH2:37]([N+:38]([CH2:39][CH2:40][CH2:41][CH3:42])([CH2:43][CH2:44][CH2:45][CH3:46])[CH2:47][CH2:48][CH2:49][CH3:50])[CH2:51][CH2:52][CH3:53].[F:20][C:21]([O:22][c:23]1[cH:24][cH:25][c:26]([CH2:27][Br:28])[cH:29][cH:30]1)([F:31])[F:32].[H-:33].[I-:36].[Na+:34].[O:54]=[CH:55][N:56]([CH3:57])[CH3:58].[OH2:35].[OH:1][c:2]1[cH:3][cH:4][c:5](-[n:8]2[cH:9][n:10][c:11]3[c:12]2[n:13][cH:14][c:15]([C:17](=[O:18])[OH:19])[cH:16]3)[cH:6][cH:7]1>>[O:1]([c:2]1[cH:3][cH:4][c:5](-[n:8]2[cH:9][n:10][c:11]3[c:12]2[n:13][cH:14][c:15]([C:17](=[O:18])[OH:19])[cH:16]3)[cH:6][cH:7]1)[CH2:27][c:26]1[cH:25][cH:24][c:23]([O:22][C:21]([F:20])([F:31])[F:32])[cH:30][cH:29]1. Reactants: C1COCCO1, COC(=O)Cn1c(=O)c2ccncc2n(Cc2cn(C)c3cccc(C)c23)c1=O, Cl, [Li+], [OH-], O. The product is Cc1cccc2c1c(Cn1c(=O)n(CC(=O)O)c(=O)c3ccncc31)cn2C. Reaction SMILES: [CH2:34]1[O:35][CH2:36][CH2:37][O:38][CH2:39]1.[CH3:1][O:2][C:3]([CH2:4][n:5]1[c:6](=[O:28])[n:7]([CH2:16][c:17]2[cH:18][n:19]([CH3:27])[c:20]3[cH:21][cH:22][cH:23][c:24]([CH3:26])[c:25]23)[c:8]2[c:9]([c:10]1=[O:11])[cH:12][cH:13][n:14][cH:15]2)=[O:29].[ClH:32].[Li+:30].[OH-:31].[OH2:33]>>[O:2]=[C:3]([CH2:4][n:5]1[c:6](=[O:28])[n:7]([CH2:16][c:17]2[cH:18][n:19]([CH3:27])[c:20]3[cH:21][cH:22][cH:23][c:24]([CH3:26])[c:25]23)[c:8]2[c:9]([c:10]1=[O:11])[cH:12][cH:13][n:14][cH:15]2)[OH:29].